Task: describe an organic reaction: reactants, conditions, products, and yield. Dataset: the Open Reaction Database (ORD), a public repository of structured organic reaction records The reactants are CCn1cc(C(=O)O)c(=O)c2cc(F)c(N3CCN(S(=O)(=O)c4ccc(NC(C)=O)cc4)CC3)c(F)c21, CCO, Cl. The product is CCn1cc(C(=O)O)c(=O)c2cc(F)c(N3CCN(S(=O)(=O)c4ccc(N)cc4)CC3)c(F)c21. RXN SMILES: [CH2:1]([CH3:2])[n:3]1[cH:4][c:5]([C:35](=[O:36])[OH:37])[c:6](=[O:34])[c:7]2[cH:8][c:9]([F:33])[c:10]([N:14]3[CH2:15][CH2:16][N:17]([S:20](=[O:21])(=[O:22])[c:23]4[cH:24][cH:25][c:26]([NH:29][C:30](=[O:31])[CH3:32])[cH:27][cH:28]4)[CH2:18][CH2:19]3)[c:11]([F:13])[c:12]12.[CH3:39][CH2:40][OH:41].[ClH:38]>>[CH2:1]([CH3:2])[n:3]1[cH:4][c:5]([C:35](=[O:36])[OH:37])[c:6](=[O:34])[c:7]2[cH:8][c:9]([F:33])[c:10]([N:14]3[CH2:15][CH2:16][N:17]([S:20](=[O:21])(=[O:22])[c:23]4[cH:24][cH:25][c:26]([NH2:29])[cH:27][cH:28]4)[CH2:18][CH2:19]3)[c:11]([F:13])[c:12]12. Reactants: NCC(O)COc1ccc(O)c2c1CCC(=O)N2, O=C1CCN(c2ccc(C=C3SC(N4CCCCC4)=NC3=O)cc2)CC1. Yields the product O=C1CCc2c(OCC(O)CNC3CCN(c4ccc(C=C5SC(N6CCCCC6)=NC5=O)cc4)CC3)ccc(O)c2N1. Reaction SMILES: [NH2:27][CH2:28][CH:29]([CH2:30][O:31][c:32]1[c:33]2[c:38]([c:39]([OH:42])[cH:40][cH:41]1)[NH:37][C:36](=[O:43])[CH2:35][CH2:34]2)[OH:44].[O:1]=[C:2]1[N:3]=[C:4]([N:21]2[CH2:22][CH2:23][CH2:24][CH2:25][CH2:26]2)[S:5][C:6]1=[CH:7][c:8]1[cH:9][cH:10][c:11]([N:14]2[CH2:15][CH2:16][C:17](=[O:20])[CH2:18][CH2:19]2)[cH:12][cH:13]1>>[O:1]=[C:2]1[N:3]=[C:4]([N:21]2[CH2:22][CH2:23][CH2:24][CH2:25][CH2:26]2)[S:5][C:6]1=[CH:7][c:8]1[cH:9][cH:10][c:11]([N:14]2[CH2:15][CH2:16][CH:17]([NH:27][CH2:28][CH:29]([CH2:30][O:31][c:32]3[c:33]4[c:38]([c:39]([OH:42])[cH:40][cH:41]3)[NH:37][C:36](=[O:43])[CH2:35][CH2:34]4)[OH:44])[CH2:18][CH2:19]2)[cH:12][cH:13]1. Starting materials: CCOC(=O)CBr, [H-], [Na+], CN(C)C=O, c1ccc(-c2cn[nH]c2)cc1. Yields the product CCOC(=O)Cn1cc(-c2ccccc2)cn1. Reaction SMILES: [Br:14][CH2:15][C:16](=[O:17])[O:18][CH2:19][CH3:20].[H-:1].[Na+:2].[O:21]=[CH:22][N:23]([CH3:24])[CH3:25].[c:3]1(-[c:9]2[cH:10][n:11][nH:12][cH:13]2)[cH:4][cH:5][cH:6][cH:7][cH:8]1>>[c:3]1(-[c:9]2[cH:10][n:11][n:12]([CH2:15][C:16](=[O:17])[O:18][CH2:19][CH3:20])[cH:13]2)[cH:4][cH:5][cH:6][cH:7][cH:8]1.